This data is from the Open Reaction Database (ORD), a public repository of structured organic reaction records. The task is: describe an organic reaction: reactants, conditions, products, and yield Starting materials: ClCCl, COC(=NS(=O)(=O)c1ccccc1C)SC, O=S(=O)(Cl)Cl. Yields the product COC(Cl)=NS(=O)(=O)c1ccccc1C. Reaction SMILES: [CH2:22]([Cl:23])[Cl:24].[CH3:1][c:2]1[c:3]([S:8](=[O:9])(=[O:10])[N:11]=[C:12]([O:13][CH3:14])[S:15][CH3:16])[cH:4][cH:5][cH:6][cH:7]1.[S:17]([Cl:18])(=[O:19])([Cl:20])=[O:21]>>[CH3:1][c:2]1[c:3]([S:8](=[O:9])(=[O:10])[N:11]=[C:12]([O:13][CH3:14])[Cl:20])[cH:4][cH:5][cH:6][cH:7]1.